This data is from the Open Reaction Database (ORD), a public repository of structured organic reaction records. The task is: describe an organic reaction: reactants, conditions, products, and yield Reactants: CON(C(=O)C=1N=CN(C1)C=1C=C(C=CC1)C1=CC=CC=C1)C (1-Biphenyl-3-yl-1H-imidazole-4-carboxylic acid methoxy-methyl-amide), FC1=CC=CC(=C1C1=CC(=CC=C1)N1C=NC(=C1)C(=O)Cl)OC (1-(6′-Fluoro-2′-methoxy-biphenyl-3-yl)-1H-imidazole-4-carbonyl chloride). Yields the product CON(C(=O)C=1N=CN(C1)C=1C=C(C=CC1)C1=C(C=CC=C1F)OC)C (1-(6′-Fluoro-2′-methoxy-biphenyl-3-yl)-1H-imidazole-4-carboxylic acid methoxy-methyl-amide). RXN SMILES: [CH3:1][O:2][N:3](C)[C:4](C1N=CN(C2C=C(C3C=CC=CC=3)C=CC=2)C=1)=O.[F:24][C:25]1[C:30]([C:31]2[CH:36]=[CH:35][CH:34]=[C:33]([N:37]3[CH:41]=[C:40]([C:42](Cl)=[O:43])[N:39]=[CH:38]3)[CH:32]=2)=[C:29]([O:45][CH3:46])[CH:28]=[CH:27][CH:26]=1>>[CH3:1][O:2][N:3]([CH3:4])[C:42]([C:40]1[N:39]=[CH:38][N:37]([C:33]2[CH:32]=[C:31]([C:30]3[C:25]([F:24])=[CH:26][CH:27]=[CH:28][C:29]=3[O:45][CH3:46])[CH:36]=[CH:35][CH:34]=2)[CH:41]=1)=[O:43]. Procedure details: This compound is prepared analogously to 12a from 11g. Reported procedure: 6-Amino-9-benzyl-2-dimethylamino-8-bromopurine (51 mg, 0.15 mmol) in concentrated hydrochloric acid (30 ml) and methanol (10 ml) were refluxed for 5 hours under heating. After removal of methanol, the reaction mixture was made basic with 28% aqueous ammonia. The resulting crystals were filtered, washed with water and dried to give the subject compound (38 mg, yield 91%). Reaction SMILES: [NH2:1][C:2]1[N:10]=[C:9]([N:11]([CH3:13])[CH3:12])[N:8]=[C:7]2[C:3]=1[N:4]=[C:5](Br)[N:6]2[CH2:14][C:15]1[CH:20]=[CH:19][CH:18]=[CH:17][CH:16]=1.C[OH:23]>Cl>[NH2:1][C:2]1[N:10]=[C:9]([N:11]([CH3:13])[CH3:12])[N:8]=[C:7]2[C:3]=1[N:4]=[C:5]([OH:23])[N:6]2[CH2:14][C:15]1[CH:20]=[CH:19][CH:18]=[CH:17][CH:16]=1. The yield is 91.0%. Solvent: Cl (hydrochloric acid). The reactants are NC1=C2N=C(N(C2=NC(=N1)N(C)C)CC1=CC=CC=C1)Br (6-Amino-9-benzyl-2-dimethylamino-8-bromopurine), CO (methanol). Product: NC1=C2N=C(N(C2=NC(=N1)N(C)C)CC1=CC=CC=C1)O (6-Amino-9-benzyl-2-dimethylamino-8-hydroxypurine). Reactants: C=1C=CC(=CC1)[C@H](C(=O)N[C@H]2[C@H]3CCC(=C(N3C2=O)C(=O)O)Cl)N.CN(C)C=O (Loracarbef DMF). The solvent is CC(=O)C (acetone). Product: C=1C=CC(=CC1)[C@H](C(=O)N[C@H]2[C@H]3CCC(=C(N3C2=O)C(=O)O)Cl)N.CC(=O)C (Loracarbef Acetone). Isolated yield 101.5%. As a reaction SMILES: [CH:1]1[CH:2]=[CH:3][C:4]([C@@H:7]([NH2:24])[C:8]([NH:10][C@@H:11]2[C:18](=[O:19])[N:17]3[C@@H:12]2[CH2:13][CH2:14][C:15]([Cl:23])=[C:16]3[C:20]([OH:22])=[O:21])=[O:9])=[CH:5][CH:6]=1.[CH3:25]N(C=O)C>CC(C)=O>[CH:1]1[CH:2]=[CH:3][C:4]([C@@H:7]([NH2:24])[C:8]([NH:10][C@@H:11]2[C:18](=[O:19])[N:17]3[C@@H:12]2[CH2:13][CH2:14][C:15]([Cl:23])=[C:16]3[C:20]([OH:22])=[O:21])=[O:9])=[CH:5][CH:6]=1.[CH3:25][C:20]([CH3:16])=[O:22] |f:0.1,3.4|. Reported procedure: Loracarbef DMF disolvate 7.0 g (50 bg) was slurried in 50 ml acetone for 15 minutes (no noticeable change under microscope). The crystals were filtered on a 5.5 cm Buchner funnel with a Whatman 1 filter (fast filtration). The crystals were washed with ~7 ml acetone. The crystals were dried in the vacuum oven for two hours at 45° C. Wgt: 5.66 g, Purity: 90.4%, DMF: 3.15%, KF: 4.3%, Rel. Subs: 0.23%, Yield: 101.5% Reactants: CCOC(=O)c1cnc2cc(C(F)(F)F)ccc2c1OS(=O)(=O)C(F)(F)F, CCOC(C)=O, [K+], [K+], [K+], C1COCCO1, O=P([O-])([O-])[O-], OB(O)c1ccc(-c2ccccc2)cc1, c1ccc(P(c2ccccc2)(c2ccccc2)[Pd](P(c2ccccc2)(c2ccccc2)c2ccccc2)(P(c2ccccc2)(c2ccccc2)c2ccccc2)P(c2ccccc2)(c2ccccc2)c2ccccc2)cc1. Yields the product CCOC(=O)c1cnc2cc(C(F)(F)F)ccc2c1-c1ccc(-c2ccccc2)cc1. Reaction SMILES: [CH2:1]([CH3:2])[O:3][C:4](=[O:5])[c:6]1[cH:7][n:8][c:9]2[cH:10][c:11]([C:24]([F:25])([F:26])[F:27])[cH:12][cH:13][c:14]2[c:15]1[O:16][S:17]([C:18]([F:19])([F:20])[F:21])(=[O:22])=[O:23].[CH3:57][CH2:58][O:59][C:60](=[O:61])[CH3:62].[K+:48].[K+:49].[K+:50].[O:51]1[CH2:52][CH2:53][O:54][CH2:55][CH2:56]1.[P:43]([O-:44])([O-:45])([O-:46])=[O:47].[c:28]1(-[c:34]2[cH:35][cH:36][c:37]([B:40]([OH:41])[OH:42])[cH:38][cH:39]2)[cH:29][cH:30][cH:31][cH:32][cH:33]1.[cH:63]1[cH:64][cH:65][c:66]([P:67]([Pd:68]([P:69]([c:70]2[cH:71][cH:72][cH:73][cH:74][cH:75]2)([c:76]2[cH:77][cH:78][cH:79][cH:80][cH:81]2)[c:82]2[cH:83][cH:84][cH:85][cH:86][cH:87]2)([P:88]([c:89]2[cH:90][cH:91][cH:92][cH:93][cH:94]2)([c:95]2[cH:96][cH:97][cH:98][cH:99][cH:100]2)[c:101]2[cH:102][cH:103][cH:104][cH:105][cH:106]2)[P:107]([c:108]2[cH:109][cH:110][cH:111][cH:112][cH:113]2)([c:114]2[cH:115][cH:116][cH:117][cH:118][cH:119]2)[c:120]2[cH:121][cH:122][cH:123][cH:124][cH:125]2)([c:126]2[cH:127][cH:128][cH:129][cH:130][cH:131]2)[c:132]2[cH:133][cH:134][cH:135][cH:136][cH:137]2)[cH:138][cH:139]1>>[CH2:1]([CH3:2])[O:3][C:4](=[O:5])[c:6]1[cH:7][n:8][c:9]2[cH:10][c:11]([C:24]([F:25])([F:26])[F:27])[cH:12][cH:13][c:14]2[c:15]1-[c:37]1[cH:36][cH:35][c:34](-[c:28]2[cH:29][cH:30][cH:31][cH:32][cH:33]2)[cH:39][cH:38]1. Starting materials: C(C)(C)(C)OC(=O)N1CCC(CC1)N1[C@@H](CCC1)COC(C1=CC=CC=C1)=O (4-((S)-2-benzoyloxymethyl-pyrrolidin-1-yl)-piperidine-1-carboxylic acid tert-butyl ester), C(=O)(C(F)(F)F)O (TFA), C([O-])([O-])=O.[Na+].[Na+] (sodium carbonate). Run in C(Cl)Cl (CH2Cl2). Reaction conditions: time 16 hour. Product: N1CCC(CC1)N1[C@@H](CCC1)COC(C1=CC=CC=C1)=O (Benzoic acid(S)-1-piperidin-4-yl-pyrrolidin-2-ylmethyl ester). The yield is 94.4%. RXN SMILES: C(OC([N:8]1[CH2:13][CH2:12][CH:11]([N:14]2[CH2:18][CH2:17][CH2:16][C@H:15]2[CH2:19][O:20][C:21](=[O:28])[C:22]2[CH:27]=[CH:26][CH:25]=[CH:24][CH:23]=2)[CH2:10][CH2:9]1)=O)(C)(C)C.C(O)(C(F)(F)F)=O.C(=O)([O-])[O-].[Na+].[Na+]>C(Cl)Cl>[NH:8]1[CH2:13][CH2:12][CH:11]([N:14]2[CH2:18][CH2:17][CH2:16][C@H:15]2[CH2:19][O:20][C:21](=[O:28])[C:22]2[CH:23]=[CH:24][CH:25]=[CH:26][CH:27]=2)[CH2:10][CH2:9]1 |f:2.3.4|. Procedure: To a solution of 2.78 g (7.2 mmol) of 4-((S)-2-benzoyloxymethyl-pyrrolidin-1-yl)-piperidine-1-carboxylic acid tert-butyl ester in 80 ml of CH2Cl2 was added 5.83 ml of TFA (90% in water) drop by drop. After 16 hours, the reaction mixture was poured into crashed ice; then, the pH was adjusted to 9-10 with sodium carbonate solution and the mixture was extracted three times with CH2Cl2; the organic phases were washed with water, dried over magnesium sulfate, filtered and evaporated. The residue was ...